The task is: describe an organic reaction: reactants, conditions, products, and yield. This data is from the Open Reaction Database (ORD), a public repository of structured organic reaction records. Starting materials: ClCCN1P(OCCC1O)(NCCCl)=O (3-(2-chloroethyl)-2-(2-chloroethylamino)-hydroxy-tetrahydro-2H-1,3,2-oxazaphosphorin-2-oxide), C1(CCCCC1)[NH3+].SCCS(=O)(=O)[O-] (cyclohexylammonium 2-mercaptoethanesulphonate), ClC(C(=O)O)(Cl)Cl (trichloroacetic acid). Solvent: O (water). Reaction conditions: time 20 hour. The product is C1(CCCCC1)[NH3+].ClCCN1P(OCCC1SCCS(=O)(=O)[O-])(=O)NCCCl (2-[3-(2-chloroethyl)-2-(2-chloroethylamino)-2-oxo-tetrahydro-2H-1,3,2-oxazaphosphorin-4-yl-thio]-ethanesulphonic acid cyclohexylammonium salt). Reaction SMILES: [Cl:1][CH2:2][CH2:3][N:4]1[CH:9](O)[CH2:8][CH2:7][O:6][P:5]1(=[O:15])[NH:11][CH2:12][CH2:13][Cl:14].[CH:16]1([NH3+:22])[CH2:21][CH2:20][CH2:19][CH2:18][CH2:17]1.[SH:23][CH2:24][CH2:25][S:26]([O-:29])(=[O:28])=[O:27].ClC(Cl)(Cl)C(O)=O>O>[CH:16]1([NH3+:22])[CH2:21][CH2:20][CH2:19][CH2:18][CH2:17]1.[Cl:1][CH2:2][CH2:3][N:4]1[CH:9]([S:23][CH2:24][CH2:25][S:26]([O-:29])(=[O:28])=[O:27])[CH2:8][CH2:7][O:6][P:5]1([NH:11][CH2:12][CH2:13][Cl:14])=[O:15] |f:1.2,5.6|. Procedure details: 277 mg (1 mmol) of 3-(2-chloroethyl)-2-(2-chloroethylamino)-hydroxy-tetrahydro-2H-1,3,2-oxazaphosphorin-2-oxide and 240 mg (1 mmol) of cyclohexylammonium-2-mercaptoethanesulphonate were dissolved in 4 ml of water, mixed with a trace of trichloroacetic acid and stored for 20 hours at 0° C. The reaction mixture which was concentrated under vacuum was dissolved twice in ethanol and re-concentrated. It was then taken up in ethanol and precipitated with ether. The reactants are ClC=1C=C(C=CC1Cl)C1CC(C(C2=CC(=CC=C12)O)=O)(C)C (4-(3,4-dichlorophenyl)-7-hydroxy-2,2-dimethyl-1-tetralone), C(Cl)C1CO1 (epichlorohydrin), C([O-])([O-])=O.[K+].[K+] (potassium carbonate). The solvent is CC(=O)C (acetone). Product: ClC=1C=C(C=CC1Cl)C1CC(C(C2=CC(=CC=C12)OCC1CO1)=O)(C)C (4-(3,4-dichlorophenyl)-7-(2,3-epoxypropoxy)-2,2-dimethyl-1-tetralone). The yield is 94.0%. As a reaction SMILES: [Cl:1][C:2]1[CH:3]=[C:4]([CH:9]2[C:18]3[C:13](=[CH:14][C:15]([OH:19])=[CH:16][CH:17]=3)[C:12](=[O:20])[C:11]([CH3:22])([CH3:21])[CH2:10]2)[CH:5]=[CH:6][C:7]=1[Cl:8].[CH2:23]([CH:25]1[O:27][CH2:26]1)Cl.C(=O)([O-])[O-].[K+].[K+]>CC(C)=O>[Cl:1][C:2]1[CH:3]=[C:4]([CH:9]2[C:18]3[C:13](=[CH:14][C:15]([O:19][CH2:23][CH:25]4[O:27][CH2:26]4)=[CH:16][CH:17]=3)[C:12](=[O:20])[C:11]([CH3:22])([CH3:21])[CH2:10]2)[CH:5]=[CH:6][C:7]=1[Cl:8] |f:2.3.4|. Procedure: A mixture of 4-(3,4-dichlorophenyl)-7-hydroxy-2,2-dimethyl-1-tetralone (2.9 g), epichlorohydrin (10 ml) and potassium carbonate (2 g) was heated under reflux in acetone (10 ml) for 24 hr. The hot mixture was filtered and evaporation of the filtrate in vacuo gave 4-(3,4-dichlorophenyl)-7-(2,3-epoxypropoxy)-2,2-dimethyl-1-tetralone as a yellow gum (3.2 g, 94%).